describe an organic reaction: reactants, conditions, products, and yield From a dataset of the Open Reaction Database (ORD), a public repository of structured organic reaction records. Reactants: ClC1=C(C(=CC(=C1)C)Cl)N(C1=CC=C(C=C1)C)C(CCl)=O (N-(2′,6′-dichloro-4′-methylphenyl)-N-chloroacetyl-4-methylaniline), [Cl-].[Al+3].[Cl-].[Cl-] (aluminium chloride). Reaction conditions: temperature 165 celsius, time 3.5 hour. Product: ClC1=C(C(=CC(=C1)C)Cl)N1C(CC2=CC(=CC=C12)C)=O (N-(2′,6′-dichloro-4′-methylphenyl)-5-methyloxindole). As a reaction SMILES: [Cl:1][C:2]1[CH:7]=[C:6]([CH3:8])[CH:5]=[C:4]([Cl:9])[C:3]=1[N:10]([C:18](=[O:21])[CH2:19]Cl)[C:11]1[CH:16]=[CH:15][C:14]([CH3:17])=[CH:13][CH:12]=1.[Cl-].[Al+3].[Cl-].[Cl-]>>[Cl:9][C:4]1[CH:5]=[C:6]([CH3:8])[CH:7]=[C:2]([Cl:1])[C:3]=1[N:10]1[C:11]2[C:16](=[CH:15][C:14]([CH3:17])=[CH:13][CH:12]=2)[CH2:19][C:18]1=[O:21] |f:1.2.3.4|. Procedure details: A mixture of 6.85 g (20 mmol) of N-(2′,6′-dichloro-4′-methylphenyl)-N-chloroacetyl-4-methylaniline and 3.36 g (26 mmol) of aluminium chloride was heated slowly to 160-170° C. and held at this temperature for 3-4 h. During this time, nitrogen was continuously bubbled into the melt. The mixture was diluted with 20 ml of toluene and added on 20 ml of warm water. The organic layer was separated, washed with water and evaporated. The residue was crystallised from 20 ml of 2-propanol giving N-(2′,6′-d... Starting materials: NC1=C(C=CC=C1)S(=O)(=O)N (2-Aminobenzenesulfonamide), CC(=O)O (AcOH). Product: CC=1NS(C2=C(N1)C=CC=C2)(=O)=O (3-methyl-1,2-dihydro-1,2,4-benzothiadiazine-1,1-dioxide). Yield: 91.0%. Reaction SMILES: [NH2:1][C:2]1[CH:7]=[CH:6][CH:5]=[CH:4][C:3]=1[S:8]([NH2:11])(=[O:10])=[O:9].[CH3:12][C:13](O)=O>>[CH3:12][C:13]1[NH:11][S:8](=[O:9])(=[O:10])[C:3]2[CH:4]=[CH:5][CH:6]=[CH:7][C:2]=2[N:1]=1. Reported procedure: 2-Aminobenzenesulfonamide (17.2 g; 100 mmol) was refluxed in AcOH for 5 days. The precipitate formed was isolated by filtration and washed with water to give 17.8 g (91%) of 3-methyl-1,2-dihydro-1,2,4-benzothiadiazine-1,1-dioxide. 3-Methyl-1,2-dihydro-1,2,4-benzothiadiazine-1,1-dioxide was transformed by Method A (using dimethylamine as amine). M.p. 260-261° C. The reactants are CCOC(=O)c1ncsc1Br, O=C([O-])[O-], Cn1cc(B2OC(C)(C)C(C)(C)O2)cn1, [Na+], [Na+], C1COCCO1, O, c1ccc(P(c2ccccc2)(c2ccccc2)[Pd](P(c2ccccc2)(c2ccccc2)c2ccccc2)(P(c2ccccc2)(c2ccccc2)c2ccccc2)P(c2ccccc2)(c2ccccc2)c2ccccc2)cc1. Product: CCOC(=O)c1ncsc1-c1cnn(C)c1. Reaction SMILES: [Br:1][c:2]1[c:3]([C:7](=[O:8])[O:9][CH2:10][CH3:11])[n:4][cH:5][s:6]1.[C:27](=[O:28])([O-:29])[O-:30].[CH3:12][n:13]1[n:14][cH:15][c:16]([B:18]2[O:19][C:20]([CH3:21])([CH3:22])[C:23]([CH3:24])([CH3:25])[O:26]2)[cH:17]1.[Na+:31].[Na+:32].[O:34]1[CH2:35][CH2:36][O:37][CH2:38][CH2:39]1.[OH2:33].[cH:40]1[cH:41][cH:42][c:43]([P:44]([Pd:45]([P:46]([c:47]2[cH:48][cH:49][cH:50][cH:51][cH:52]2)([c:53]2[cH:54][cH:55][cH:56][cH:57][cH:58]2)[c:59]2[cH:60][cH:61][cH:62][cH:63][cH:64]2)([P:65]([c:66]2[cH:67][cH:68][cH:69][cH:70][cH:71]2)([c:72]2[cH:73][cH:74][cH:75][cH:76][cH:77]2)[c:78]2[cH:79][cH:80][cH:81][cH:82][cH:83]2)[P:84]([c:85]2[cH:86][cH:87][cH:88][cH:89][cH:90]2)([c:91]2[cH:92][cH:93][cH:94][cH:95][cH:96]2)[c:97]2[cH:98][cH:99][cH:100][cH:101][cH:102]2)([c:103]2[cH:104][cH:105][cH:106][cH:107][cH:108]2)[c:109]2[cH:110][cH:111][cH:112][cH:113][cH:114]2)[cH:115][cH:116]1>>[c:2]1(-[c:16]2[cH:15][n:14][n:13]([CH3:12])[cH:17]2)[c:3]([C:7](=[O:8])[O:9][CH2:10][CH3:11])[n:4][cH:5][s:6]1. Starting materials: Cl.FC=1C=C(C=CC1)NN (3-fluorophenylhydrazine hydrochloride), C(C)(=O)C=1SC=CC1 (2-acetylthiophene). Product: FC=1C=C(C=CC1)NN=C(C)C=1SC=CC1 (2-Acetylthiophene 3-fluorophenylhydrazone). Reaction SMILES: Cl.[F:2][C:3]1[CH:4]=[C:5]([NH:9][NH2:10])[CH:6]=[CH:7][CH:8]=1.[C:11]([C:14]1[S:15][CH:16]=[CH:17][CH:18]=1)(=O)[CH3:12]>>[F:2][C:3]1[CH:4]=[C:5]([NH:9][N:10]=[C:11]([C:14]2[S:15][CH:16]=[CH:17][CH:18]=2)[CH3:12])[CH:6]=[CH:7][CH:8]=1 |f:0.1|. Reported procedure: This compound is prepared from commercial 3-fluorophenylhydrazine hydrochloride (Aldrich) and from commercial 2-acetylthiophene (Aldrich), according to the procedure 1. The reactants are CC1(OB(OC1(C)C)C1=C2C=NNC2=CC=C1)C (4-(4,4,5,5-tetramethyl-[1,3,2]dioxaborolan-2-yl)-1H-indazole), C(C)(=O)[O-].[K+] (potassium acetate), ClC=1N=C(C2=C(N1)C=C(O2)C(C)(C)O)N2CCOCC2 (2-(2-chloro-4-morpholinofuro[3,2-d]pyrimidin-6-yl)propan-2-ol). Reagents/catalysts: Cl[Pd]([P](C1=CC=CC=C1)(C2=CC=CC=C2)C3=CC=CC=C3)([P](C4=CC=CC=C4)(C5=CC=CC=C5)C6=CC=CC=C6)Cl (PdCl2(PPh3)2). The solvent is C(C)#N (acetonitrile). Conditions: temperature 140 celsius, time 30 minute. Yields the product N1N=CC2=C(C=CC=C12)C=1N=C(C2=C(N1)C=C(O2)C(C)(C)O)N2CCOCC2 (2-(2-(1H-Indazol-4-yl)-4-morpholinofuro[3,2-d]pyrimidin-6-yl)propan-2-ol). RXN SMILES: Cl[C:2]1[N:3]=[C:4]([N:15]2[CH2:20][CH2:19][O:18][CH2:17][CH2:16]2)[C:5]2[O:10][C:9]([C:11]([OH:14])([CH3:13])[CH3:12])=[CH:8][C:6]=2[N:7]=1.CC1(C)C(C)(C)OB([C:29]2[CH:37]=[CH:36][CH:35]=[C:34]3[C:30]=2[CH:31]=[N:32][NH:33]3)O1.C([O-])(=O)C.[K+]>C(#N)C.Cl[Pd](Cl)([P](C1C=CC=CC=1)(C1C=CC=CC=1)C1C=CC=CC=1)[P](C1C=CC=CC=1)(C1C=CC=CC=1)C1C=CC=CC=1>[NH:33]1[C:34]2[C:30](=[C:29]([C:2]3[N:3]=[C:4]([N:15]4[CH2:20][CH2:19][O:18][CH2:17][CH2:16]4)[C:5]4[O:10][C:9]([C:11]([OH:14])([CH3:13])[CH3:12])=[CH:8][C:6]=4[N:7]=3)[CH:37]=[CH:36][CH:35]=2)[CH:31]=[N:32]1 |f:2.3,^1:49,68|. Procedure details: 2-(2-chloro-4-morpholinofuro[3,2-d]pyrimidin-6-yl)propan-2-ol (60 mg, 1.0 eq) was dissolved in acetonitrile (2.0 ml) and treated with 4-(4,4,5,5-tetramethyl-1,3,2-dioxaborolan-2-yl)-1H-indazole 7 (123 mg, 2.5 eq), PdCl2(PPh3)2 (14.1 mg, 0.10 eq) and 1M potassium acetate (0.6 ml). The vial was sealed and heated with stirring in the microwave to 140° C. for 30 minutes. The crude reaction mixture was concentrated and purified by reverse phase HPLC to afford 2-(2-(1H-indazol-4-yl)-4-morpholinofuro[3... Procedure: To a solution of 1-(3-dimethylaminopropyl)-3-ethylcarbodiimide hydrochloride (0.023 g), 1-hydroxy-7-azabenzotriazole (0.016 g) and potassium carbonate (0.016 g) in 2 mL of dry N,N-dimethylformamide was added 4-chlorobenzylamine (0.015 mL), followed 3-[2-(3,4-Dichlorophenylamino)-4-hydroxy-6-nitro-quinazolin-8-yl]-propionic acid (0.050 g). The resulting suspension was stirred at room temperature for 28 h, then was quenched with 4 mL of water. The precipitate which formed was isolated by filtratio... Conditions: time 28 hour. As a reaction SMILES: Cl.CN(C)[CH2:4][CH2:5][CH2:6][N:7]=C=NCC.ON1C2N=CC=CC=2N=N1.C(=O)([O-])[O-].[K+].[K+].[Cl:29][C:30]1C=CC(CN)=[CH:32][CH:31]=1.[Cl:38][C:39]1[CH:40]=[C:41]([NH:46][C:47]2[N:56]=[C:55]([OH:57])[C:54]3[C:49](=[C:50]([CH2:61][CH2:62][C:63]([OH:65])=O)[CH:51]=[C:52]([N+:58]([O-:60])=[O:59])[CH:53]=3)[N:48]=2)[CH:42]=[CH:43][C:44]=1[Cl:45]>CN(C)C=O>[Cl:29][C:30]1[CH:4]=[CH:5][C:6]([NH:7][C:63](=[O:65])[CH2:62][CH2:61][C:50]2[CH:51]=[C:52]([N+:58]([O-:60])=[O:59])[CH:53]=[C:54]3[C:49]=2[N:48]=[C:47]([NH:46][C:41]2[CH:42]=[CH:43][C:44]([Cl:45])=[C:39]([Cl:38])[CH:40]=2)[N:56]=[C:55]3[OH:57])=[CH:32][CH:31]=1 |f:0.1,3.4.5|. Run in CN(C=O)C (N,N-dimethylformamide). Yields the product ClC1=CC=C(C=C1)NC(CCC=1C=C(C=C2C(=NC(=NC12)NC1=CC(=C(C=C1)Cl)Cl)O)[N+](=O)[O-])=O (N-(4-Chlorophenyl)-3-[2-(3,4-dichlorophenylamino)-4-hydroxy-6-nitroquinazolin-8-yl]-propionamide). Starting materials: ClC=1C=C(C=CC1Cl)NC1=NC2=C(C=C(C=C2C(=N1)O)[N+](=O)[O-])CCC(=O)O (3-[2-(3,4-Dichlorophenylamino)-4-hydroxy-6-nitro-quinazolin-8-yl]-propionic acid), Cl.CN(CCCN=C=NCC)C (1-(3-dimethylaminopropyl)-3-ethylcarbodiimide hydrochloride), ON1N=NC2=C1N=CC=C2 (1-hydroxy-7-azabenzotriazole), C([O-])([O-])=O.[K+].[K+] (potassium carbonate), ClC1=CC=C(CN)C=C1 (4-chlorobenzylamine).